From a dataset of the Open Reaction Database (ORD), a public repository of structured organic reaction records. describe an organic reaction: reactants, conditions, products, and yield Starting materials: FC(C(=O)O)(F)F (trifluoroacetic acid), [OH-].[Na+] (sodium hydroxide), C(C)(C)(C)OC(N[C@@H]([C@@H](C)OCC1=CC=CC=C1)CO)=O (((1R,2R)-2-benzyloxy-1-hydroxymethylpropyl) carbamic acid t-butyl ester), t-butyl bromoacetic acid ester. The reagents and catalysts are S([O-])(O)(=O)=O.C(CCC)[N+](CCCC)(CCCC)CCCC (tetrabutylammoniumbisulfate). Solvent: ClCCl (Dichloromethane), C1(=CC=CC=C1)C (toluene), O (Water), C1(=CC=CC=C1)C (toluene). Reaction conditions: time 3 hour. The product is C(C1=CC=CC=C1)O[C@H](C)[C@H]1COCC(N1)=O ((R)-5-((R)-1-benzyloxyethyl)morpholin-3-one). Reaction SMILES: [OH-].[Na+].C([O:7][C:8](=O)[NH:9][C@H:10]([CH2:21][OH:22])[C@H:11]([O:13][CH2:14][C:15]1[CH:20]=[CH:19][CH:18]=[CH:17][CH:16]=1)[CH3:12])(C)(C)C.F[C:25](F)(F)C(O)=O>S(=O)(=O)(O)[O-].C([N+](CCCC)(CCCC)CCCC)CCC.ClCCl.C1(C)C=CC=CC=1.O>[CH2:14]([O:13][C@@H:11]([C@@H:10]1[NH:9][C:8](=[O:7])[CH2:25][O:22][CH2:21]1)[CH3:12])[C:15]1[CH:16]=[CH:17][CH:18]=[CH:19][CH:20]=1 |f:0.1,4.5|. Reported procedure: A 50% sodium hydroxide solution (400 mL) and tetrabutylammoniumbisulfate (24.1 g) were added to a toluene (400 mL) solution of ((1R,2R)-2-benzyloxy-1-hydroxymethylpropyl) carbamic acid t-butyl ester (83.1 g, CAS#133565-43-2). Under ice-cooling, t-butyl bromoacetic acid ester (125 mL) was added dropwise, and stirring was continued for 3 hours at the same temperature. Water (500 mL) and toluene (500 mL) were added, and the organic layer was partitioned, and the resultant was washed with brine. The... The reactants are O=C(Nc1nc2cccc(Br)n2n1)c1cccnc1, NC1CCCCC1. Product: O=C(Nc1nc2cccc(NC3CCCCC3)n2n1)c1cccnc1. As a reaction SMILES: [Br:1][c:2]1[cH:3][cH:4][cH:5][c:6]2[n:7]1[n:8][c:9]([NH:11][C:12]([c:13]1[cH:14][n:15][cH:16][cH:17][cH:18]1)=[O:19])[n:10]2.[NH2:20][CH:21]1[CH2:22][CH2:23][CH2:24][CH2:25][CH2:26]1>>[c:2]1([NH:20][CH:21]2[CH2:22][CH2:23][CH2:24][CH2:25][CH2:26]2)[cH:3][cH:4][cH:5][c:6]2[n:7]1[n:8][c:9]([NH:11][C:12]([c:13]1[cH:14][n:15][cH:16][cH:17][cH:18]1)=[O:19])[n:10]2. The reactants are FC=1C=C(C=CC1)C1=C(N=C(C2=CC=C(C=C12)OC)NCCO)C#N (4-(3-fluorophenyl)-1-[(2-hydroxyethyl)amino]-6-methoxyisoquinoline-3-carbonitrile), NCCCO (3-amino-1-propanol). Yields the product FC=1C=C(C=CC1)C1=C(N=C(C2=CC=C(C=C12)OC)NCCCO)C#N (4-(3-fluorophenyl)-1-[(3-hydroxypropyl)amino]-6-methoxyisoquinoline-3-carbonitrile). As a reaction SMILES: [F:1][C:2]1[CH:3]=[C:4]([C:8]2[C:17]3[C:12](=[CH:13][CH:14]=[C:15]([O:18][CH3:19])[CH:16]=3)[C:11]([NH:20][CH2:21]CO)=[N:10][C:9]=2[C:24]#[N:25])[CH:5]=[CH:6][CH:7]=1.NC[CH2:28][CH2:29][OH:30]>>[F:1][C:2]1[CH:3]=[C:4]([C:8]2[C:17]3[C:12](=[CH:13][CH:14]=[C:15]([O:18][CH3:19])[CH:16]=3)[C:11]([NH:20][CH2:21][CH2:28][CH2:29][OH:30])=[N:10][C:9]=2[C:24]#[N:25])[CH:5]=[CH:6][CH:7]=1. Reported procedure: Following the procedure for 4-(3-fluorophenyl)-1-[(2-hydroxyethyl)amino]-6-methoxyisoquinoline-3-carbonitrile, using 3-amino-1-propanol in place of 2-aminoethanol, the title compound was synthesized. Reactants: Cl (HCl), [Mn](=O)(=O)(=O)[O-].[K+] (potassium permanganate), ice, C1(CCCC1)OC=1C=C(C=O)C=CC1OC (3-cyclopentyloxy-4-methoxy benzaldehyde). The reagents and catalysts are [Br-].C(CCC)[N+](CCCC)(CCCC)CCCC (tetrabutylammonium bromide). Run in O (water), water ice, O (water), N1=CC=CC=C1 (pyridine). Run at time 1.5 hour. The product is C1(CCCC1)OC=1C=C(C(=O)O)C=CC1OC (3-cyclopentyloxy-4-methoxy benzoic acid). Isolated yield 67.0%. Reaction SMILES: [Mn]([O-])(=O)(=O)=[O:2].[K+].[CH:7]1([O:12][C:13]2[CH:14]=[C:15]([CH:18]=[CH:19][C:20]=2[O:21][CH3:22])[CH:16]=[O:17])[CH2:11][CH2:10][CH2:9][CH2:8]1.Cl>[Br-].C([N+](CCCC)(CCCC)CCCC)CCC.O.N1C=CC=CC=1>[CH:7]1([O:12][C:13]2[CH:14]=[C:15]([CH:18]=[CH:19][C:20]=2[O:21][CH3:22])[C:16]([OH:2])=[O:17])[CH2:8][CH2:9][CH2:10][CH2:11]1 |f:0.1,4.5|. Procedure: A solution of tetrabutylammonium bromide (111.68 g, 0.336 moles) in water (400 ml) was added under stirring to a solution of potassium permanganate (53.1 g, 0.336 moles) in water (1 l). The obtained solid was separated by filtration, washed with water and dissolved in 500 ml of pyridine. This solution was dropped into one of crude 3-cyclopentyloxy-4-methoxy benzaldehyde (obtained as described in J. Med. Chem., 1995, 38, page 4851) (74 g, 0.336 moles) in pyridine (200 ml), under stirring in water... Reactants: C1COCCN1, CSC1=Nc2cc(Cl)ccc2Nc2ccccc21. The product is Clc1ccc2c(c1)N=C(N1CCOCC1)c1ccccc1N2. As a reaction SMILES: [CH2:19]1[CH2:20][O:21][CH2:22][CH2:23][NH:24]1.[Cl:1][c:2]1[cH:3][cH:4][c:5]2[c:6]([cH:18]1)[N:7]=[C:8]([S:16][CH3:17])[c:9]1[c:10]([cH:12][cH:13][cH:14][cH:15]1)[NH:11]2>>[Cl:1][c:2]1[cH:3][cH:4][c:5]2[c:6]([cH:18]1)[N:7]=[C:8]([N:24]1[CH2:19][CH2:20][O:21][CH2:22][CH2:23]1)[c:9]1[c:10]([cH:12][cH:13][cH:14][cH:15]1)[NH:11]2.